From a dataset of the Open Reaction Database (ORD), a public repository of structured organic reaction records. describe an organic reaction: reactants, conditions, products, and yield Reactants: BrCC1=CC=C(C=C1)C1=C(C=CC=C1)C#N (4-bromomethyl-2'-cyanobiphenyl), [N-]=[N+]=[N-].[Li+] (lithium azide). The solvent is CS(=O)C (DMSO). Run at time 1 hour. Yields the product N(=[N+]=[N-])CC1=CC=C(C=C1)C1=C(C=CC=C1)C#N (4-Azidomethyl-2'-cyanobiphenyl). Isolated yield 53.9%. As a reaction SMILES: Br[CH2:2][C:3]1[CH:8]=[CH:7][C:6]([C:9]2[CH:14]=[CH:13][CH:12]=[CH:11][C:10]=2[C:15]#[N:16])=[CH:5][CH:4]=1.[N-:17]=[N+:18]=[N-:19].[Li+]>CS(C)=O>[N:17]([CH2:2][C:3]1[CH:8]=[CH:7][C:6]([C:9]2[CH:14]=[CH:13][CH:12]=[CH:11][C:10]=2[C:15]#[N:16])=[CH:5][CH:4]=1)=[N+:18]=[N-:19] |f:1.2|. Reported procedure: A mixture of 1.97 g (725 mole) of 4-bromomethyl-2'-cyanobiphenyl (EP 253,310), 445 mg (9.1 mmole) of lithium azide and 5 ml of dry DMSO was stirred at room temperature under nitrogen for one hour and then partitioned between 100 ml of ether and 100 ml of H2O. The organic phase was washed with 3×100 ml of H2O, then dried (MgSO4), filtered, and concentrated in vacuo to give a residual oil which solidified on standing. This solid was triturated with petroleum ether, collected on a filter, washed wi...